This data is from the Open Reaction Database (ORD), a public repository of structured organic reaction records. The task is: describe an organic reaction: reactants, conditions, products, and yield Reactants: C1CCOC1, Cc1ccccc1C(=O)CN1C(=O)C(N)CN(C(=O)C(C)(C)C)c2ccccc21, Cc1cccc(N=C=O)c1. Product: Cc1cccc(NC(=O)NC2CN(C(=O)C(C)(C)C)c3ccccc3N(CC(=O)c3ccccc3C)C2=O)c1. Reaction SMILES: [O:40]1[CH2:41][CH2:42][CH2:43][CH2:44]1.[c:1]1([CH3:29])[c:2]([C:7](=[O:8])[CH2:9][N:10]2[C:11](=[O:28])[CH:12]([NH2:27])[CH2:13][N:14]([C:21]([C:22]([CH3:23])([CH3:24])[CH3:25])=[O:26])[c:15]3[c:16]2[cH:17][cH:18][cH:19][cH:20]3)[cH:3][cH:4][cH:5][cH:6]1.[c:30]1([CH3:39])[cH:31][c:32]([N:36]=[C:37]=[O:38])[cH:33][cH:34][cH:35]1>>[c:1]1([CH3:29])[c:2]([C:7](=[O:8])[CH2:9][N:10]2[C:11](=[O:28])[CH:12]([NH:27][C:37]([NH:36][c:32]3[cH:31][c:30]([CH3:39])[cH:35][cH:34][cH:33]3)=[O:38])[CH2:13][N:14]([C:21]([C:22]([CH3:23])([CH3:24])[CH3:25])=[O:26])[c:15]3[c:16]2[cH:17][cH:18][cH:19][cH:20]3)[cH:3][cH:4][cH:5][cH:6]1. The reactants are C(C)(C)(C)C1=CC=C(C(=O)O)C=C1 (p-t-butyl benzoic acid), CO (methanol), S(O)(O)(=O)=O (sulfuric acid). Run in ClC(C)Cl (dichloroethane). Product: C(C)(C)(C)C1=CC=C(C(=O)OC)C=C1 (methyl p-(t-butyl)-benzoate), ester. Reaction SMILES: [C:1]([C:5]1[CH:13]=[CH:12][C:8]([C:9]([OH:11])=[O:10])=[CH:7][CH:6]=1)([CH3:4])([CH3:3])[CH3:2].[CH3:14]O.S(=O)(=O)(O)O>ClC(Cl)C>[C:1]([C:5]1[CH:6]=[CH:7][C:8]([C:9]([O:11][CH3:14])=[O:10])=[CH:12][CH:13]=1)([CH3:4])([CH3:2])[CH3:3]. Reported procedure: The reactant ester, methyl p-(t-butyl)-benzoate is prepared by refluxing a mixture of 178 g (1 mol) p-t-butyl benzoic acid, 96 g (3 mol) methanol, 300 ml dichloroethane, and 15 ml concentrated sulfuric acid for a 21 hour period. This mixture is washed four times with 500 ml water and 500 ml of a 10% sodium carbonate solution. The product is dried over calcium chloride and distilled, yielding 161 g of the ester boiling at 258°-262° C. The reactants are O=C([O-])[O-], CC(C)(C)[O-], CC(=O)O, CN(C)C=O, Cl, [K+], [K+], [K+], O=c1occc2c([N+](=O)[O-])cccc12, O, O=C(O)C(F)(F)F. Yields the product Cc1ccc2c(=O)occc2c1[N+](=O)[O-]. RXN SMILES: [C:33](=[O:34])([O-:35])[O-:36].[CH3:1][C:2]([CH3:3])([O-:4])[CH3:5].[CH3:41][C:42](=[O:43])[OH:44].[CH3:7][N:8]([CH3:9])[CH:10]=[O:11].[ClH:39].[K+:37].[K+:38].[K+:6].[N+:12](=[O:13])([O-:14])[c:15]1[c:16]2[cH:17][cH:18][o:19][c:20](=[O:25])[c:21]2[cH:22][cH:23][cH:24]1.[OH2:40].[OH:26][C:27]([C:28]([F:29])([F:30])[F:31])=[O:32]>>[CH3:1][c:24]1[c:15]([N+:12](=[O:13])[O-:14])[c:16]2[cH:17][cH:18][o:19][c:20](=[O:25])[c:21]2[cH:22][cH:23]1. Starting materials: CC([O-])=S, CS(=O)(=O)OC1CN(c2nc(C(N)=O)cs2)C1, CN(C)C=O, [K+]. The product is CC(=O)SC1CN(c2nc(C(N)=O)cs2)C1. RXN SMILES: [C:18]([CH3:19])(=[S:20])[O-:21].[C:1]([NH2:2])(=[O:3])[c:4]1[n:5][c:6]([N:9]2[CH2:10][CH:11]([O:13][S:14]([CH3:15])(=[O:16])=[O:17])[CH2:12]2)[s:7][cH:8]1.[CH3:23][N:24]([CH3:25])[CH:26]=[O:27].[K+:22]>>[C:1]([NH2:2])(=[O:3])[c:4]1[n:5][c:6]([N:9]2[CH2:10][CH:11]([S:20][C:18]([CH3:19])=[O:21])[CH2:12]2)[s:7][cH:8]1.